From a dataset of the Open Reaction Database (ORD), a public repository of structured organic reaction records. describe an organic reaction: reactants, conditions, products, and yield The reactants are FC(S(=O)(=O)OC=1C([C@@H]2CC[C@]3([C@@]4(CC[C@@]5([C@@H]([C@H]4CC[C@@H]3[C@]2(CC1)C)[C@@H](CC5)C(=C)C)NCCN5CCS(CC5)(=O)=O)C)C)(C)C)(F)F ((1R,3aS,5aR,5bR,7aR,11aR,11bR,13aR,13bR)-3a-((2-(1,1-dioxidothiomorpholino)ethyl)amino)-5a,5b,8,8,11a-pentamethyl-1-(prop-1-en-2-yl)-2,3,3a,4,5,5a,5b,6,7,7a,8,11,11a,11b,12,13,13a,13b-octadecahydro-1H-cyclopenta[a]chrysen-9-yl trifluoromethanesulfonate), CC1(OB(OC1(C)C)C1=CCC2(CCOC2=O)CC1)C (8-(4,4,5,5-tetramethyl-1,3,2-dioxaborolan-2-yl)-2-oxaspiro[4.5]dec-7-en-1-one). The product is O=S1(CCN(CC1)CCN[C@]12[C@@H]([C@H]3CC[C@@H]4[C@]5(CC=C(C([C@@H]5CC[C@]4([C@@]3(CC1)C)C)(C)C)C1=CCC3(CCOC3=O)CC1)C)[C@@H](CC2)C(=C)C)=O (8-((1R,3aS,5aR,5bR,7aR,11aS,11bR,13aR,13bR)-3a-((2-(1,1-dioxidothiomorpholino)ethyl)amino)-5a,5b,8,8,11a-pentamethyl-1-(prop-1-en-2-yl)-2,3,3a,4,5,5a,5b,6,7,7a,8,11,11a,11b,12,13,13a,13b-octadecahydro-1H-cyclopenta[a]chrysen-9-yl)-2-oxaspiro[4.5]dec-7-en-1-one). Reaction SMILES: FC(F)(F)S(O[C:7]1[C:8]([CH3:46])([CH3:45])[C@H:9]2[C@:22]([CH3:25])([CH2:23][CH:24]=1)[C@@H:21]1[C@:12]([CH3:44])([C@@:13]3([CH3:43])[C@H:18]([CH2:19][CH2:20]1)[C@H:17]1[C@H:26]([C:29]([CH3:31])=[CH2:30])[CH2:27][CH2:28][C@:16]1([NH:32][CH2:33][CH2:34][N:35]1[CH2:40][CH2:39][S:38](=[O:42])(=[O:41])[CH2:37][CH2:36]1)[CH2:15][CH2:14]3)[CH2:11][CH2:10]2)(=O)=O.CC1(C)C(C)(C)OB([C:57]2[CH2:67][CH2:66][C:60]3([C:64](=[O:65])[O:63][CH2:62][CH2:61]3)[CH2:59][CH:58]=2)O1>>[O:42]=[S:38]1(=[O:41])[CH2:39][CH2:40][N:35]([CH2:34][CH2:33][NH:32][C@:16]23[CH2:28][CH2:27][C@@H:26]([C:29]([CH3:31])=[CH2:30])[C@@H:17]2[C@@H:18]2[C@@:13]([CH3:43])([CH2:14][CH2:15]3)[C@@:12]3([CH3:44])[C@@H:21]([C@:22]4([CH3:25])[C@@H:9]([CH2:10][CH2:11]3)[C:8]([CH3:45])([CH3:46])[C:7]([C:57]3[CH2:67][CH2:66][C:60]5([C:64](=[O:65])[O:63][CH2:62][CH2:61]5)[CH2:59][CH:58]=3)=[CH:24][CH2:23]4)[CH2:20][CH2:19]2)[CH2:36][CH2:37]1. Procedure details: The title compound was prepared following the procedure described in general procedure Step 5, using (1R,3aS,5aR,5bR,7aR,11aR,11bR,13aR,13bR)-3a-((2-(1,1-dioxidothiomorpholino)ethyl)amino)-5a,5b,8,8,11a-pentamethyl-1-(prop-1-en-2-yl)-2,3,3a,4,5,5a,5b,6,7,7a,8,11,11a,11b,12,13,13a,13b-octadecahydro-1H-cyclopenta[a]chrysen-9-yl trifluoromethanesulfonate and 8-(4,4,5,5-tetramethyl-1,3,2-dioxaborolan-2-yl)-2-oxaspiro[4.5]dec-7-en-1-one as reactants and 85° C. The product was obtained as a mixture of... Conditions: time 3 hour. Product: ClC1=CC=C(C=C1)C=1N=C(OC1CCCO)N1C(=NC=C1)C (4-(4-Chlorophenyl)-5-(3-hydroxypropyl)-2-(2-methylimidazol-1-yl)oxazole). The solvent is C1(=CC=CC=C1)C (toluene). Procedure details: To a solution of methyl 4-(4-chlorophenyl)-2-(2-methylimidazol-1-yl)-5-oxazolepropionate (716.6 g) in toluene (7166 ml) was added dropwise sodium bis(2-methoxyethoxy)aluminum hydride (70% toluene solution, 957.6 g) at not higher than 5° C. over 4 h. To the reaction mixture was added dropwise 10% aqueous Rochelle salt solution (7166 ml) at not higher than 10° C. and the precipitated crystals were collected by filtration. The obtained crystals were washed with 10% Rochelle salt and water, and drie... Reactants: ClC1=CC=C(C=C1)C=1N=C(OC1CCC(=O)OC)N1C(=NC=C1)C (methyl 4-(4-chlorophenyl)-2-(2-methylimidazol-1-yl)-5-oxazolepropionate), [H-].COCCO[Al+]OCCOC.[Na+].[H-] (sodium bis(2-methoxyethoxy)aluminum hydride), [C@@H]([C@H](C(=O)[O-])O)(C(=O)[O-])O.[Na+].[K+] (Rochelle salt). Reaction SMILES: [Cl:1][C:2]1[CH:7]=[CH:6][C:5]([C:8]2[N:9]=[C:10]([N:19]3[CH:23]=[CH:22][N:21]=[C:20]3[CH3:24])[O:11][C:12]=2[CH2:13][CH2:14][C:15](OC)=[O:16])=[CH:4][CH:3]=1.[H-].COCCO[Al+]OCCOC.[Na+].[H-].[C@H](O)(C([O-])=O)[C@@H](O)C([O-])=O.[Na+].[K+]>C1(C)C=CC=CC=1>[Cl:1][C:2]1[CH:3]=[CH:4][C:5]([C:8]2[N:9]=[C:10]([N:19]3[CH:23]=[CH:22][N:21]=[C:20]3[CH3:24])[O:11][C:12]=2[CH2:13][CH2:14][CH2:15][OH:16])=[CH:6][CH:7]=1 |f:1.2.3.4,5.6.7|. Yield: 77.3%. Reactants: N1CCC2(CC1)CSC1=C(O2)C2=CC=CC=C2C(C1=O)=O (spiro[naphtho[1,2-b][1,4]oxathiine-2,4′-piperidine]-5,6-dione), BrCC1OCCCC1 (2-(bromomethyl)tetrahydro-2H-pyran). The product is O1C(CCCC1)CN1CCC2(CC1)CSC1=C(O2)C2=CC=CC=C2C(C1=O)=O (1′-(tetrahydro-2H-pyran-2-ylmethyl)spiro[naphtho[1,2-b][1,4]oxathiine-2,4′-piperidine]-5,6-dione). Reaction SMILES: [NH:1]1[CH2:6][CH2:5][C:4]2([O:11][C:10]3[C:12]4[C:17]([C:18](=[O:21])[C:19](=[O:20])[C:9]=3[S:8][CH2:7]2)=[CH:16][CH:15]=[CH:14][CH:13]=4)[CH2:3][CH2:2]1.Br[CH2:23][CH:24]1[CH2:29][CH2:28][CH2:27][CH2:26][O:25]1>>[O:25]1[CH2:26][CH2:27][CH2:28][CH2:29][CH:24]1[CH2:23][N:1]1[CH2:2][CH2:3][C:4]2([O:11][C:10]3[C:12]4[C:17]([C:18](=[O:21])[C:19](=[O:20])[C:9]=3[S:8][CH2:7]2)=[CH:16][CH:15]=[CH:14][CH:13]=4)[CH2:5][CH2:6]1. Procedure: Compound 119 was synthesized using spiro[naphtho[1,2-b][1,4]oxathiine-2,4′-piperidine]-5,6-dione, 2-(bromomethyl)tetrahydro-2H-pyran and conditions outlined in procedure V. M.p.=135-137° C.; 400 MHz 1H NMR (CDCl3) δ: 8.05 (d, 1H), 7.8 (d, 1H), 7.65 (t, 1H), 7.5 (t, 1H), 4.0 (d, 1H), 3.5 (dt, 2H), 2.9 (m, 3H), 2.65-2.3 (m, 4H), 2.1 (m, 2H), 1.9 (m, 3H), 1.5 (m, 4H), 1.3 (m, 2H); LCMS: 400 [M+H]. Reactants: C(=O)(C(F)(F)F)O (TFA), COC(C1=C(C=CC=C1[N+](=O)[O-])C(CBr)=O)=O (2-(2-bromo-acetyl)-6-nitro-benzoic acid methyl ester), C(C)[SiH](CC)CC (triethylsilane). Solvent: C(Cl)Cl (CH2Cl2). Conditions: temperature 70 celsius, time 48 hour. The product is BrCC1OC(C2=C(C=CC=C12)[N+](=O)[O-])=O (3-bromomethyl-7-nitro-3H-isobenzofuran-1-one). As a reaction SMILES: C(O)(C(F)(F)F)=O.C[O:9][C:10](=[O:24])[C:11]1[C:16]([N+:17]([O-:19])=[O:18])=[CH:15][CH:14]=[CH:13][C:12]=1[C:20](=O)[CH2:21][Br:22].C([SiH](CC)CC)C>C(Cl)Cl>[Br:22][CH2:21][CH:20]1[C:12]2[C:11](=[C:16]([N+:17]([O-:19])=[O:18])[CH:15]=[CH:14][CH:13]=2)[C:10](=[O:9])[O:24]1. Procedure: TFA (50 mL) was added to a mixture of 2-(2-bromo-acetyl)-6-nitro-benzoic acid methyl ester (3.47 g, 11.5 mmol, Step D) and 20 mL of triethylsilane in 70 mL of anhydrous CH2Cl2. The mixture was stirred at 70° C. for 48 h, the volatiles were removed under reduced pressure, and hexanes were added to the residue. The titled compound was collected by filtration as an off-white solid. Starting materials: COc1ccccc1N1CCN(C(=O)C(Cc2cccnc2)NC(=O)OC(C)(C)C)CC1, C1CCOC1, Cl. Yields the product COc1ccccc1N1CCN(C(=O)C(N)Cc2cccnc2)CC1. Reaction SMILES: [C:1]([O:2][C:3](=[O:4])[NH:7][CH:8]([C:9](=[O:10])[N:11]1[CH2:12][CH2:13][N:14]([c:17]2[c:18]([O:23][CH3:24])[cH:19][cH:20][cH:21][cH:22]2)[CH2:15][CH2:16]1)[CH2:25][c:26]1[cH:27][n:28][cH:29][cH:30][cH:31]1)([CH3:5])([CH3:6])[CH3:32].[CH2:34]1[O:35][CH2:36][CH2:37][CH2:38]1.[ClH:33]>>[NH2:7][CH:8]([C:9](=[O:10])[N:11]1[CH2:12][CH2:13][N:14]([c:17]2[c:18]([O:23][CH3:24])[cH:19][cH:20][cH:21][cH:22]2)[CH2:15][CH2:16]1)[CH2:25][c:26]1[cH:27][n:28][cH:29][cH:30][cH:31]1. Starting materials: [N+](=O)([O-])C1=CC(=CC=2SC(SC21)=S)C(F)(F)F (4-nitro-6-trifluoromethyl-1,3-benzodithiole-2-thione), C(C)(=O)OO (peracetic acid). The solvent is C(Cl)(Cl)Cl (chloroform), C(Cl)(Cl)Cl (chloroform). Product: [N+](=O)([O-])C1=CC(=CC=2SC(SC21)=S=O)C(F)(F)F (4-Nitro-6-trifluoromethyl-1,3-benzodithiole-2-thione oxide). As a reaction SMILES: [N+:1]([C:4]1[C:12]2[S:11][C:10](=[S:13])[S:9][C:8]=2[CH:7]=[C:6]([C:14]([F:17])([F:16])[F:15])[CH:5]=1)([O-:3])=[O:2].C(OO)(=[O:20])C>C(Cl)(Cl)Cl>[N+:1]([C:4]1[C:12]2[S:11][C:10](=[S:13]=[O:20])[S:9][C:8]=2[CH:7]=[C:6]([C:14]([F:17])([F:16])[F:15])[CH:5]=1)([O-:3])=[O:2]. Procedure details: To a stirred solution of 7.35 g., (24.7 mmoles) of 4-nitro-6-trifluoromethyl-1,3-benzodithiole-2-thione in 150 ml. of chloroform was added dropwise a solution of 5.17 g., (24.7 mmoles) of 40% peracetic acid in 50 ml. of chloroform over a period of 20 minutes, the temperature being maintained at 8°-12° C.